This data is from the Open Reaction Database (ORD), a public repository of structured organic reaction records. The task is: describe an organic reaction: reactants, conditions, products, and yield Reactants: BrB(Br)Br, O=C([O-])O, CCCCC1=C(c2ccc(OC)c(F)c2)C(=NO)CC1, CCCCCC, ClCCl, [Na+]. Yields the product CCCCC1=C(c2ccc(O)c(F)c2)C(=NO)CC1. Reaction SMILES: [B:21]([Br:22])([Br:23])[Br:24].[C:25](=[O:26])([OH:27])[O-:28].[CH2:1]([CH2:2][CH2:3][CH3:4])[C:5]1=[C:6]([c:12]2[cH:13][c:14]([F:20])[c:15]([O:18][CH3:19])[cH:16][cH:17]2)[C:7](=[N:10][OH:11])[CH2:8][CH2:9]1.[CH3:33][CH2:34][CH2:35][CH2:36][CH2:37][CH3:38].[Cl:30][CH2:31][Cl:32].[Na+:29]>>[CH2:1]([CH2:2][CH2:3][CH3:4])[C:5]1=[C:6]([c:12]2[cH:13][c:14]([F:20])[c:15]([OH:18])[cH:16][cH:17]2)[C:7](=[N:10][OH:11])[CH2:8][CH2:9]1. As a reaction SMILES: Cl.[NH2:2][OH:3].[Br:4][C:5]1[N:6]=[CH:7][C:8]([NH:11][C:12](=[O:33])[C@@H:13]([C:22]2[CH:27]=[CH:26][C:25]([S:28]([CH3:31])(=[O:30])=[O:29])=[C:24]([Cl:32])[CH:23]=2)[CH2:14][CH:15]2[CH2:20][CH2:19][C:18](=O)[CH2:17][CH2:16]2)=[N:9][CH:10]=1>CO.N1C(C)=CC=CC=1C>[Br:4][C:5]1[N:6]=[CH:7][C:8]([NH:11][C:12](=[O:33])[C@@H:13]([C:22]2[CH:27]=[CH:26][C:25]([S:28]([CH3:31])(=[O:30])=[O:29])=[C:24]([Cl:32])[CH:23]=2)[CH2:14][CH:15]2[CH2:20][CH2:19][C:18](=[N:2][OH:3])[CH2:17][CH2:16]2)=[N:9][CH:10]=1 |f:0.1|. Procedure: A solution of hydroxylamine hydrochloride (7.0 mg, 0.099 mmol) in methanol (0.2 mL) and 2,6-lutidine (0.2 mL) was treated with N-(5-bromo-pyrazin-2-yl)-2(R)-(3-chloro-4-methanesulfonyl-phenyl)-3-(4-oxo-cyclohexyl)-propionamide (prepared as in Example 60, 34 mg, 0.066 mmol). The reaction mixture was stirred at 25° C. for 30 min and was then concentrated in vacuo to remove methanol. The resulting residue was suspended in ethyl acetate (10 mL), washed with water 1×5 mL), dried over magnesium sulfat... Yields the product hexanes ethyl acetate, BrC=1N=CC(=NC1)NC([C@H](CC1CCC(CC1)=NO)C1=CC(=C(C=C1)S(=O)(=O)C)Cl)=O (N-(5-bromo-pyrazin-2-yl)-2(R)-(3-chloro-4-methanesulfonyl-phenyl)-3-(4-hydroxyimino-cyclohexyl)-propionamide). Isolated yield 85.8%. Solvent: CO (methanol), N1=C(C=CC=C1C)C (2,6-lutidine). Reactants: Cl.NO (hydroxylamine hydrochloride), BrC=1N=CC(=NC1)NC([C@H](CC1CCC(CC1)=O)C1=CC(=C(C=C1)S(=O)(=O)C)Cl)=O (N-(5-bromo-pyrazin-2-yl)-2(R)-(3-chloro-4-methanesulfonyl-phenyl)-3-(4-oxo-cyclohexyl)-propionamide). Run at temperature 25 celsius, time 30 minute.